Dataset: the Open Reaction Database (ORD), a public repository of structured organic reaction records. Task: describe an organic reaction: reactants, conditions, products, and yield The reactants are COC(=O)CCBr, C1CCOC1, CCCC[N+](CCCC)(CCCC)CCCC, CCNC(=O)C(CO)(C(=O)NCC)c1ccccc1, [H-], [I-], [Na+]. The product is CCNC(=O)C(COCCC(=O)OC)(C(=O)NCC)c1ccccc1. As a reaction SMILES: [Br:22][CH2:23][CH2:24][C:25](=[O:26])[O:27][CH3:28].[CH2:29]1[O:30][CH2:31][CH2:32][CH2:33]1.[CH2:35]([N+:36]([CH2:37][CH2:38][CH2:39][CH3:40])([CH2:41][CH2:42][CH2:43][CH3:44])[CH2:45][CH2:46][CH2:47][CH3:48])[CH2:49][CH2:50][CH3:51].[CH2:3]([CH3:4])[NH:5][C:6]([C:7]([C:8](=[O:9])[NH:10][CH2:11][CH3:12])([c:13]1[cH:14][cH:15][cH:16][cH:17][cH:18]1)[CH2:19][OH:20])=[O:21].[H-:1].[I-:34].[Na+:2]>>[CH2:3]([CH3:4])[NH:5][C:6]([C:7]([C:8](=[O:9])[NH:10][CH2:11][CH3:12])([c:13]1[cH:14][cH:15][cH:16][cH:17][cH:18]1)[CH2:19][O:20][CH2:23][CH2:24][C:25](=[O:26])[O:27][CH3:28])=[O:21]. Reactants: C(C)(=O)O[C@H]1[C@@H](O[C@@H]([C@H]([C@@H]1OC(C)=O)OC(C)=O)COC(C)=O)C1=CC(=C(C=C1)Cl)CC=1SC(=CC1)Br (1-(2,3,4,6-tetra-O-acetyl-β-D-glucopyranosyl)-3-(5-bromo-2-thienylmethyl)-4-chlorobenzene), C(=O)C=1C=C(C=CC1)B(O)O (3-formylphenylboronic acid). The product is C(C)(=O)O[C@H]1[C@@H](O[C@@H]([C@H]([C@@H]1OC(C)=O)OC(C)=O)COC(C)=O)C1=CC(=C(C=C1)Cl)CC=1SC(=CC1)C1=CC(=CC=C1)C=O (1-(2,3,4,6-tetra-O-acetyl-β-D-glucopyranosyl)-4-chloro-3-(5-(3-formylphenyl)-2-thienylmethyl)benzene). As a reaction SMILES: [C:1]([O:4][C@@H:5]1[C@@H:10]([O:11][C:12](=[O:14])[CH3:13])[C@H:9]([O:15][C:16](=[O:18])[CH3:17])[C@@H:8]([CH2:19][O:20][C:21](=[O:23])[CH3:22])[O:7][C@H:6]1[C:24]1[CH:29]=[CH:28][C:27]([Cl:30])=[C:26]([CH2:31][C:32]2[S:33][C:34](Br)=[CH:35][CH:36]=2)[CH:25]=1)(=[O:3])[CH3:2].[CH:38]([C:40]1[CH:41]=[C:42](B(O)O)[CH:43]=[CH:44][CH:45]=1)=[O:39]>>[C:1]([O:4][C@@H:5]1[C@@H:10]([O:11][C:12](=[O:14])[CH3:13])[C@H:9]([O:15][C:16](=[O:18])[CH3:17])[C@@H:8]([CH2:19][O:20][C:21](=[O:23])[CH3:22])[O:7][C@H:6]1[C:24]1[CH:29]=[CH:28][C:27]([Cl:30])=[C:26]([CH2:31][C:32]2[S:33][C:34]([C:44]3[CH:43]=[CH:42][CH:41]=[C:40]([CH:38]=[O:39])[CH:45]=3)=[CH:35][CH:36]=2)[CH:25]=1)(=[O:3])[CH3:2]. Reported procedure: 1-(2,3,4,6-tetra-O-acetyl-β-D-glucopyranosyl)-3-(5-bromo-2-thienylmethyl)-4-chlorobenzene 71 obtained in Example 128-(4) and 3-formylphenylboronic acid were treated in a manner similar to Example 168-(1) to give 1-(2,3,4,6-tetra-O-acetyl-β-D-glucopyranosyl)-4-chloro-3-(5-(3-formylphenyl)-2-thienylmethyl)benzene as a colorless solid. APCI-Mass m/Z 660/662 (M+NH4). (2) The above 1-(2,3,4,6-tetra-O-acetyl-β-Dglucopyranosyl)-4-chloro-3-(5-(3-formylphenyl)-2-thienylmethyl)benzene was treated in a man... The product is COc1nc(N)nc2c1c(C)cn2C1OC(CO)C(O)C1OC. As a reaction SMILES: [CH3:23][O-:24].[CH3:26][OH:27].[NH2:1][c:2]1[n:3][c:4]([Cl:22])[c:5]2[c:6]([n:7]1)[n:8]([CH:12]1[CH:13]([O:14][CH3:15])[CH:16]([OH:17])[CH:18]([CH2:20][OH:21])[O:19]1)[cH:9][c:10]2[CH3:11].[Na+:25]>>[NH2:1][c:2]1[n:3][c:4]([O:24][CH3:23])[c:5]2[c:6]([n:7]1)[n:8]([CH:12]1[CH:13]([O:14][CH3:15])[CH:16]([OH:17])[CH:18]([CH2:20][OH:21])[O:19]1)[cH:9][c:10]2[CH3:11]. The reactants are C[O-], CO, COC1C(O)C(CO)OC1n1cc(C)c2c(Cl)nc(N)nc21, [Na+]. The reactants are C(C)(C)(C)C1=CC=C(C(=O)Cl)C=C1 (4-tert-butylbenzoyl chloride), COC1=CC=C(C(=O)NC=2C=NC=CC2N)C=C1 (N3-(4-methoxybenzoyl)-3,4-pyridinediamine). Yields the product C(C)(C)(C)C1=CC=C(C(=O)NC2=C(C=NC=C2)NC(C2=CC=C(C=C2)OC)=O)C=C1 (N4-(4-tert-butylbenzoyl)-N3-(4-methoxybenzoyl)-3,4-pyridinediamine). Isolated yield 49.0%. As a reaction SMILES: [C:1]([C:5]1[CH:13]=[CH:12][C:8]([C:9](Cl)=[O:10])=[CH:7][CH:6]=1)([CH3:4])([CH3:3])[CH3:2].[CH3:14][O:15][C:16]1[CH:31]=[CH:30][C:19]([C:20]([NH:22][C:23]2[CH:24]=[N:25][CH:26]=[CH:27][C:28]=2[NH2:29])=[O:21])=[CH:18][CH:17]=1>>[C:1]([C:5]1[CH:13]=[CH:12][C:8]([C:9]([NH:29][C:28]2[CH:27]=[CH:26][N:25]=[CH:24][C:23]=2[NH:22][C:20](=[O:21])[C:19]2[CH:18]=[CH:17][C:16]([O:15][CH3:14])=[CH:31][CH:30]=2)=[O:10])=[CH:7][CH:6]=1)([CH3:4])([CH3:3])[CH3:2]. Reported procedure: Using 4-tert-butylbenzoyl chloride and a similar procedure to that described for Example 2, Part C, N3-(4-methoxybenzoyl)-3,4-pyridinediamine (300 mg, 1.23 mmol) yielded 243 mg (49%) of the title compound. Reactants: COC([C@H]1N(CC(C1)=C)C(=O)OCC1=CC=CC=C1)=O ((S)-1-Benzyloxycarbonyl-4-methylideneproline methyl ester), [H][H] (hydrogen). Reagents/catalysts: [Pd] (palladium on charcoal). The solvent is CO (methanol). Yields the product COC([C@H]1NCC(C1)C)=O ((2S)-4-methylproline methyl ester). Isolated yield 99.9%. Reaction SMILES: [CH3:1][O:2][C:3](=[O:20])[C@@H:4]1[CH2:8][C:7](=[CH2:9])[CH2:6][N:5]1C(OCC1C=CC=CC=1)=O.[H][H]>CO.[Pd]>[CH3:1][O:2][C:3](=[O:20])[C@@H:4]1[CH2:8][CH:7]([CH3:9])[CH2:6][NH:5]1. Procedure details: (S)-1-Benzyloxycarbonyl-4-methylideneproline methyl ester (1.80 g (6.5 mmol), prepared as described in 1)) was dissolved in methanol (50 ml). The resulting solution was stirred at room temperature in an atmosphere of hydrogen in the presence of 10% palladium on charcoal (180 mg) for 2 hours. At the end of this time, the reaction mixture was filtered to remove the catalyst and the filtrate was concentrated by evaporation under reduced pressure, to give the title compound (0.93 g) as a pale yellow... The reactants are C(CC(=O)OC(C)(C)C)(=O)OC(C)(C)C (di-tert-butyl malonate), BrCCCCCC(=O)OCC (ethyl 6-bromohexanoate), [H-].[Na+] (sodium hydride). The solvent is C1CCOC1 (THF), C1CCOC1 (THF), C1CCOC1 (THF). Conditions: time 10 minute. The product is C(C)OC(CCCCCC(C(=O)OC(C)(C)C)C(=O)OC(C)(C)C)=O (2-tert-Butoxycarbonyloctanedioate 1-tert-butyl ester 8-ethyl ester). The yield is 73.7%. Reaction SMILES: [H-].[Na+].[C:3]([O:13][C:14]([CH3:17])([CH3:16])[CH3:15])(=[O:12])[CH2:4][C:5]([O:7][C:8]([CH3:11])([CH3:10])[CH3:9])=[O:6].Br[CH2:19][CH2:20][CH2:21][CH2:22][CH2:23][C:24]([O:26][CH2:27][CH3:28])=[O:25]>C1COCC1>[CH2:27]([O:26][C:24](=[O:25])[CH2:23][CH2:22][CH2:21][CH2:20][CH2:19][CH:4]([C:5]([O:7][C:8]([CH3:9])([CH3:10])[CH3:11])=[O:6])[C:3]([O:13][C:14]([CH3:17])([CH3:16])[CH3:15])=[O:12])[CH3:28] |f:0.1|. Reported procedure: To a suspension of sodium hydride (0.11 g, 2.78 mmol) in THF (5 mL) at 0° C. was added a solution of di-tert-butyl malonate (0.53 mL, 0.5 g, 2.31 mmol) in THF (1.5 mL). The mixture was warmed to room temperature and stirred for 10 min. To the mixture was slowly added a solution of ethyl 6-bromohexanoate (0.42 mL, 0.52 g, 2.31 mmol) in THF (0.5 mL) and the mixture was stirred at 70° C. for 10 hours. After dilution of the mixture with ethyl acetate (10 mL), the solution was washed with water (20 m...